This data is from the Open Reaction Database (ORD), a public repository of structured organic reaction records. The task is: describe an organic reaction: reactants, conditions, products, and yield The solvent is O (water), O (water). Procedure: A suspension of 2,6-dinitrophenol 5.0 g (27 mmol), ammonium hydroxide (3 ml) and ammonium chloride 14.3 g (270 mmol) in 30 ml of water was heated to 70° C. A solution of sodium sulfide nonahydrate (24.19 g, 100 mmol) in water was added and the resulting mixture stirred at 70° C. for 2 h. The reaction was cooled to room temperature, acidified (pH 3.2) with 2N HCl, and the brown precipitate separated by filtration. The filtrate was extracted with chloroform (6×75 ml), the organic extracts combined... Isolated yield 60.1%. Starting materials: O.O.O.O.O.O.O.O.O.[S-2].[Na+].[Na+] (sodium sulfide nonahydrate), [N+](=O)([O-])C1=C(C(=CC=C1)[N+](=O)[O-])O (2,6-dinitrophenol), [OH-].[NH4+] (ammonium hydroxide), [Cl-].[NH4+] (ammonium chloride), Cl (HCl). Product: NC1=C(C(=CC=C1)[N+](=O)[O-])O (2-Amino-6-nitrophenol). Run at temperature 70 celsius, time 2 hour. As a reaction SMILES: [N+:1]([C:4]1[CH:9]=[CH:8][CH:7]=[C:6]([N+:10]([O-])=O)[C:5]=1[OH:13])([O-:3])=[O:2].[OH-].[NH4+].[Cl-].[NH4+].O.O.O.O.O.O.O.O.O.[S-2].[Na+].[Na+].Cl>O>[NH2:10][C:6]1[CH:7]=[CH:8][CH:9]=[C:4]([N+:1]([O-:3])=[O:2])[C:5]=1[OH:13] |f:1.2,3.4,5.6.7.8.9.10.11.12.13.14.15.16|. Starting materials: C(C)(=O)OC(C)=O (acetic anhydride), 4-dimethyl-aminopyridine, ClC=1C=C(C=CC1F)NC1=NC=NC2=CC(=C(C=C12)NC(C=CCN(CCO)CC(=O)OCC)=O)OCC1CC1 (4-[(3-chloro-4-fluorophenyl)amino]-6-[(4-{N-[(ethoxycarbonyl)methyl]-N-(2-hydroxyethyl)amino}-1-oxo-2-buten-1-yl)amino]-7-cyclopropylmethoxy-quinazoline). Run in C(Cl)Cl (methylene chloride). Reaction conditions: time 8 hour. The product is ClC=1C=C(C=CC1F)NC1=NC=NC2=CC(=C(C=C12)NC(C=CCN(CCOC(=O)C)CC(=O)OCC)=O)OCC1CC1 (4-[(3-chloro-4-fluorophenyl)amino]-6-[(4-(N-[(ethoxycarbonyl)-methyl]-N-[2-(methylcarbonyloxy)ethyl]amino]-1-oxo-2-buten-1-yl)amino]-7-cyclopropylmethoxy-quinazoline). As a reaction SMILES: [C:1](OC(=O)C)(=[O:3])[CH3:2].[Cl:8][C:9]1[CH:10]=[C:11]([NH:16][C:17]2[C:26]3[C:21](=[CH:22][C:23]([O:43][CH2:44][CH:45]4[CH2:47][CH2:46]4)=[C:24]([NH:27][C:28](=[O:42])[CH:29]=[CH:30][CH2:31][N:32]([CH2:36][C:37]([O:39][CH2:40][CH3:41])=[O:38])[CH2:33][CH2:34][OH:35])[CH:25]=3)[N:20]=[CH:19][N:18]=2)[CH:12]=[CH:13][C:14]=1[F:15]>C(Cl)Cl>[Cl:8][C:9]1[CH:10]=[C:11]([NH:16][C:17]2[C:26]3[C:21](=[CH:22][C:23]([O:43][CH2:44][CH:45]4[CH2:47][CH2:46]4)=[C:24]([NH:27][C:28](=[O:42])[CH:29]=[CH:30][CH2:31][N:32]([CH2:36][C:37]([O:39][CH2:40][CH3:41])=[O:38])[CH2:33][CH2:34][O:35][C:1]([CH3:2])=[O:3])[CH:25]=3)[N:20]=[CH:19][N:18]=2)[CH:12]=[CH:13][C:14]=1[F:15]. Procedure details: 47 μl of acetic anhydride and catalytic amounts of 4-dimethyl-aminopyridine are added to 250 mg of 4-[(3-chloro-4-fluorophenyl)amino]-6-[(4-{N-[(ethoxycarbonyl)methyl]-N-(2-hydroxyethyl)amino}-1-oxo-2-buten-1-yl)amino]-7-cyclopropylmethoxy-quinazoline in 2 ml of methylene chloride. The reaction mixture is stirred overnight at ambient temperatures and then evaporated to dryness. The crude product is purified by chromatography on a silica gel column with methylene chloride, followed by methylene c... As a reaction SMILES: [SH2:1].[CH3:2][N:3]1[C:9](=[O:10])[C:8]2[CH:11]=[CH:12][CH:13]=[CH:14][C:7]=2[N:6]2[CH:15]=[N:16][C:17]([C:18]#[N:19])=[C:5]2[CH2:4]1>N1C=CC=CC=1.C(N(CC)CC)C>[CH3:2][N:3]1[C:9](=[O:10])[C:8]2[CH:11]=[CH:12][CH:13]=[CH:14][C:7]=2[N:6]2[CH:15]=[N:16][C:17]([C:18](=[S:1])[NH2:19])=[C:5]2[CH2:4]1. Run at time 48 hour. Run in C(C)N(CC)CC (triethylamine), N1=CC=CC=C1 (pyridine). The yield is 87.0%. Reactants: S (hydrogen sulphide), CN1CC=2N(C3=C(C1=O)C=CC=C3)C=NC2C#N (5-methyl-6-oxo-5,6-dihydro-4H-imidazo[1,5-a][1,4]benzodiazepine-3-carbonitrile). Procedure details: A stream of hydrogen sulphide was passed for 1 hr. through a solution of 10.2 g (0.429 mol) of 5-methyl-6-oxo-5,6-dihydro-4H-imidazo[1,5-a][1,4]benzodiazepine-3-carbonitrile in 250 ml of pyridine and 2.5 ml of triethylamine. The green solution was left to stand for 48 hrs., then de-gassed with a stream of nitrogen and subsequently completely freed from the solvents. The residue was partitioned between dichloromethane and water and the suspension obtained was suction filtered. There were obtained... The product is CN1CC=2N(C3=C(C1=O)C=CC=C3)C=NC2C(N)=S (5-methyl-6-oxo-5,6-dihydro-4H-imidazo[1,5-a][1,4]benzodiazepine-3-thiocarboxamide). Starting materials: C(CCCCCCC\C=C/C\C=C/CCCCC)C(C(CCO)OCCCCCCCC\C=C/C\C=C/CCCCC)(CCCCCCCCC\C=C/C\C=C/CCCCC)O ((14Z,17Z)-4-((9Z,12Z)-octadeca-9,12-dienyl)-3-((9Z,12Z)-octadeca-9,12-dienyloxy)tricosa-14,17-diene-1,4-diol), Cl.CN(CCCC(=O)O)C (4-(dimethylamino)butanoic acid hydrochloride), CCN=C=NCCCN(C)C.Cl (EDCI hydrochloride), CCN(C(C)C)C(C)C (DIPEA). Reagents/catalysts: CN(C)C=1C=CN=CC1 (DMAP). Solvent: ClCCl (dichloromethane). Reaction conditions: time 64 hour. The product is CN(CCCC(=O)OCCC(C(CCCCCCCC\C=C/C\C=C/CCCCC)(CCCCCCCC\C=C/C\C=C/CCCCC)O)OCCCCCCCC\C=C/C\C=C/CCCCC)C ((13Z,16Z)-4-hydroxy-4-((9Z,12Z)-octadeca-9,12-dienyl)-3-((9Z,12Z)-octadeca-9,12-dienyloxy)docosa-13,16-dienyl 4-(dimethylamino)butanoate). The yield is 74.8%. Reaction SMILES: [CH2:1]([C:19]([OH:62])([CH2:43][CH2:44][CH2:45][CH2:46][CH2:47][CH2:48][CH2:49][CH2:50][CH2:51]/[CH:52]=[CH:53]\[CH2:54]/[CH:55]=[CH:56]\[CH2:57][CH2:58][CH2:59][CH2:60]C)[CH:20]([O:24][CH2:25][CH2:26][CH2:27][CH2:28][CH2:29][CH2:30][CH2:31][CH2:32]/[CH:33]=[CH:34]\[CH2:35]/[CH:36]=[CH:37]\[CH2:38][CH2:39][CH2:40][CH2:41][CH3:42])[CH2:21][CH2:22]O)[CH2:2][CH2:3][CH2:4][CH2:5][CH2:6][CH2:7][CH2:8]/[CH:9]=[CH:10]\[CH2:11]/[CH:12]=[CH:13]\[CH2:14][CH2:15][CH2:16][CH2:17][CH3:18].Cl.[CH3:64][N:65]([CH3:72])[CH2:66][CH2:67][CH2:68][C:69]([OH:71])=[O:70].CCN=C=NCCCN(C)C.Cl.CCN(C(C)C)C(C)C>ClCCl.CN(C1C=CN=CC=1)C>[CH3:64][N:65]([CH3:72])[CH2:66][CH2:67][CH2:68][C:69]([O:71][CH2:22][CH2:21][CH:20]([O:24][CH2:25][CH2:26][CH2:27][CH2:28][CH2:29][CH2:30][CH2:31][CH2:32]/[CH:33]=[CH:34]\[CH2:35]/[CH:36]=[CH:37]\[CH2:38][CH2:39][CH2:40][CH2:41][CH3:42])[C:19]([OH:62])([CH2:43][CH2:44][CH2:45][CH2:46][CH2:47][CH2:48][CH2:49][CH2:50]/[CH:51]=[CH:52]\[CH2:53]/[CH:54]=[CH:55]\[CH2:56][CH2:57][CH2:58][CH2:59][CH3:60])[CH2:1][CH2:2][CH2:3][CH2:4][CH2:5][CH2:6][CH2:7][CH2:8]/[CH:9]=[CH:10]\[CH2:11]/[CH:12]=[CH:13]\[CH2:14][CH2:15][CH2:16][CH2:17][CH3:18])=[O:70] |f:1.2,3.4|. Procedure: To a solution of (14Z,17Z)-4-((9Z,12Z)-octadeca-9,12-dienyl)-3-((9Z,12Z)-octadeca-9,12-dienyloxy)tricosa-14,17-diene-1,4-diol (450 mg, 0.52 mmol), 4-(dimethylamino)butanoic acid hydrochloride (105 mg, 0.62 mmol), EDCI hydrochloride (120 mg, 0.62 mmol), DIPEA (225 μL, 1.3 mmol) in anhydrous dichloromethane (10 mL) was added DMAP (5 mg). The solution was stirred at room temperature under nitrogen for 64 hours. Upon completion, the solution was concentrated in vacuo to dryness and purified by colum... Starting materials: CCOC(=O)COc1cc(C)c(Sc2cc(C#CCN3CCOCC3)cc(OCC(C)C)c2)cc1C, CCO, Cl, [Na+], [OH-]. Product: Cc1cc(Sc2cc(C#CCN3CCOCC3)cc(OCC(C)C)c2)c(C)cc1OCC(=O)O. As a reaction SMILES: [CH2:1]([CH3:2])[O:3][C:4]([CH2:5][O:6][c:7]1[c:8]([CH3:35])[cH:9][c:10]([S:14][c:15]2[cH:16][c:17]([O:30][CH2:31][CH:32]([CH3:33])[CH3:34])[cH:18][c:19]([C:21]#[C:22][CH2:23][N:24]3[CH2:25][CH2:26][O:27][CH2:28][CH2:29]3)[cH:20]2)[c:11]([CH3:13])[cH:12]1)=[O:36].[CH3:40][CH2:41][OH:42].[ClH:39].[Na+:38].[OH-:37]>>[O:3]=[C:4]([CH2:5][O:6][c:7]1[c:8]([CH3:35])[cH:9][c:10]([S:14][c:15]2[cH:16][c:17]([O:30][CH2:31][CH:32]([CH3:33])[CH3:34])[cH:18][c:19]([C:21]#[C:22][CH2:23][N:24]3[CH2:25][CH2:26][O:27][CH2:28][CH2:29]3)[cH:20]2)[c:11]([CH3:13])[cH:12]1)[OH:36]. The product is O=C1OCc2c(c3cc(-c4ccc(OC(F)(F)F)cc4)ccc3n2Cc2ccccc2)C1=O. As a reaction SMILES: [ClH:36].[K:35].[OH:1][CH2:2][c:3]1[n:4]([CH2:28][c:29]2[cH:30][cH:31][cH:32][cH:33][cH:34]2)[c:5]2[cH:6][cH:7][c:8](-[c:17]3[cH:18][cH:19][c:20]([O:23][C:24]([F:25])([F:26])[F:27])[cH:21][cH:22]3)[cH:9][c:10]2[c:11]1[C:12]([C:13](=[O:14])[OH:15])=[O:16]>>[CH2:2]1[c:3]2[n:4]([CH2:28][c:29]3[cH:30][cH:31][cH:32][cH:33][cH:34]3)[c:5]3[cH:6][cH:7][c:8](-[c:17]4[cH:18][cH:19][c:20]([O:23][C:24]([F:25])([F:26])[F:27])[cH:21][cH:22]4)[cH:9][c:10]3[c:11]2[C:12](=[O:16])[C:13](=[O:14])[O:15]1. Reactants: Cl, [K], O=C(O)C(=O)c1c(CO)n(Cc2ccccc2)c2ccc(-c3ccc(OC(F)(F)F)cc3)cc12. Starting materials: O=C([O-])[O-], CN(C)C=O, [Cs+], [Cs+], COc1c(OS(=O)(=O)c2ccccc2[N+](=O)[O-])ccc2[nH]ncc12, O, Sc1ccccc1. Yields the product COc1c(O)ccc2[nH]ncc12. Reaction SMILES: [C:1](=[O:2])([O-:3])[O-:4].[CH3:39][N:40]([CH3:41])[CH:42]=[O:43].[Cs+:5].[Cs+:6].[N+:14]([c:15]1[cH:16][cH:17][cH:18][cH:19][c:20]1[S:21](=[O:22])(=[O:23])[O:26][c:27]1[c:28]([O:36][CH3:37])[c:29]2[cH:30][n:31][nH:32][c:33]2[cH:34][cH:35]1)([O-:24])=[O:25].[OH2:38].[SH:7][c:8]1[cH:9][cH:10][cH:11][cH:12][cH:13]1>>[OH:26][c:27]1[c:28]([O:36][CH3:37])[c:29]2[cH:30][n:31][nH:32][c:33]2[cH:34][cH:35]1. Reactants: CC1=C(N=C(N1)C1=CC=CC=C1)CO (methyl-2-phenyl-4-imidazolemethanol), CC(=O)C.OS(=O)(=O)O.O=[Cr](=O)=O (Jones reagent), O (water), S(O)(O)(=O)=O (sulfuric acid), O (water). The reagents and catalysts are [O-2].[O-2].[O-2].[Cr+6] (chromium trioxide). Run in CC(=O)C (acetone). Reaction conditions: time 30 minute. Product: C1(=CC=CC=C1)C=1NC=C(N1)C(=O)C (methyl 2-phenyl-4-imidazolyl ketone). Reaction SMILES: [CH3:1][C:2]([CH3:4])=[O:3].OS(O)(=O)=O.O=[Cr](=O)=O.S(=O)(=O)(O)O.O.CC1[NH:25][C:24]([C:26]2[CH:31]=[CH:30][CH:29]=[CH:28][CH:27]=2)=[N:23][C:22]=1CO>CC(C)=O.[O-2].[O-2].[O-2].[Cr+6]>[C:26]1([C:24]2[NH:23][CH:22]=[C:1]([C:2]([CH3:4])=[O:3])[N:25]=2)[CH:31]=[CH:30][CH:29]=[CH:28][CH:27]=1 |f:0.1.2,7.8.9.10|. Reported procedure: Jones reagent [5 ml; a solution of chromium trioxide (10.3 g) is a mixture of ⟦sulfunic⟧ sulfuric acid (8.7 ml) and water (30 ml)] is added at 0°-5° C. over 1 hour to a solution of methyl-2-phenyl-4-imidazolemethanol (3.0 g, 0.016 mole) in acetone (25 ml). The temperature is allowed to rise to 20° C. for 30 minutes then water (150 ml) is added. The mixture is stirred for 1 hour and the precipitated solid collected by filtration. The solid is treated with 2N hydrochloric acid (15 ml), stirred 5 m... Product: NC1=C(C(=CC=C1)N1CCN(CC1)C)C(C)=O (1-[2-Amino-6-(4-methyl-piperazin-1-yl)-phenyl]-ethanone). Reported procedure: To a solution of 1-[2-(4-methyl-piperazin-1-yl)-6-nitro-phenyl]-ethanone (270 mg, 1.02 mmol) in a mixture (1:1:1.5:2.5) of cyclohexene:THF:H2O:EtOH (12 ml), Pd/C 10% (328 mg) and two drops of HCl 37% were added. The mixture was heated at 70° C. for 3 hours. The Pd was filtered from the reaction and the solvents were removed from the filtrate under reduced pressure. The crude was purified by flash chromatography (DCM/MeOH/7N NH3 in methanol 9:1:1), to give the final compound (225 mg, 95% yield) a... Reagents/catalysts: Cl (HCl), [Pd] (Pd/C). Yield: 94.5%. RXN SMILES: [CH3:1][N:2]1[CH2:7][CH2:6][N:5]([C:8]2[CH:13]=[CH:12][CH:11]=[C:10]([N+:14]([O-])=O)[C:9]=2[C:17](=[O:19])[CH3:18])[CH2:4][CH2:3]1.C1CCCCC=1.C1COCC1.O>Cl.[Pd].CCO>[NH2:14][C:10]1[CH:11]=[CH:12][CH:13]=[C:8]([N:5]2[CH2:4][CH2:3][N:2]([CH3:1])[CH2:7][CH2:6]2)[C:9]=1[C:17](=[O:19])[CH3:18]. Starting materials: CN1CCN(CC1)C1=C(C(=CC=C1)[N+](=O)[O-])C(C)=O (1-[2-(4-methyl-piperazin-1-yl)-6-nitro-phenyl]-ethanone), C1=CCCCC1 (cyclohexene), C1CCOC1 (THF), O (H2O). Run in CCO (EtOH). Run at temperature 70 celsius.